Dataset: the Open Reaction Database (ORD), a public repository of structured organic reaction records. Task: describe an organic reaction: reactants, conditions, products, and yield The reactants are O=C(CCl)Nc1cc(C(F)(F)F)ccc1Br, CC(C)(C)[O-], CN(C)C=O, [K+], CCOC(=O)Cc1n[nH]c(=O)c2ccccc12. Product: CCOC(=O)Cc1nn(CC(=O)Nc2cc(C(F)(F)F)ccc2Br)c(=O)c2ccccc12. As a reaction SMILES: [Br:24][c:25]1[c:26]([NH:27][C:28]([CH2:29][Cl:30])=[O:31])[cH:32][c:33]([C:36]([F:37])([F:38])[F:39])[cH:34][cH:35]1.[CH3:18][C:19]([CH3:20])([O-:21])[CH3:22].[CH3:40][N:41]([CH3:42])[CH:43]=[O:44].[K+:23].[O:1]=[c:2]1[nH:3][n:4][c:5]([CH2:12][C:13](=[O:14])[O:15][CH2:16][CH3:17])[c:6]2[cH:7][cH:8][cH:9][cH:10][c:11]12>>[O:1]=[c:2]1[n:3]([CH2:29][C:28]([NH:27][c:26]2[c:25]([Br:24])[cH:35][cH:34][c:33]([C:36]([F:37])([F:38])[F:39])[cH:32]2)=[O:31])[n:4][c:5]([CH2:12][C:13](=[O:14])[O:15][CH2:16][CH3:17])[c:6]2[cH:7][cH:8][cH:9][cH:10][c:11]12.